From a dataset of the Open Reaction Database (ORD), a public repository of structured organic reaction records. describe an organic reaction: reactants, conditions, products, and yield Procedure details: Using the procedure of example 1, trans-4-amino-cyclohexanol (200 mg) was reacted with compound 1f (100 mg) to provide compound 18 (18 mg, 22%). 1H NMR (400 MHz, CD3OD) δ 8.95 (d, J=8.0 Hz, 1H), 8.28 (d, J=4.8 Hz, 1H), 8.20 (s, 1H), 8.13 (d, J=5.6 Hz, 1H), 7.26 (dd, J=8.0 Hz, 4.8. Hz, 1H), 7.02 (d, J=5.2 Hz, 1H), 3.91 (m, 1H), 3.65 (m, 1H), 2.17 (m, 2H), 2.05 (m, 2H), 1.45 (m, 4H). MS (ESI) m/z: 310 (M+H)+. As a reaction SMILES: [NH2:1][C@H:2]1[CH2:7][CH2:6][C@H:5]([OH:8])[CH2:4][CH2:3]1.C1(S([N:18]2[C:22]3=[N:23][CH:24]=[CH:25][CH:26]=[C:21]3[C:20]([C:27]3[CH:32]=[CH:31][N:30]=[C:29](Cl)[N:28]=3)=[CH:19]2)(=O)=O)C=CC=CC=1>>[NH:18]1[C:22]2=[N:23][CH:24]=[CH:25][CH:26]=[C:21]2[C:20]([C:27]2[CH:32]=[CH:31][N:30]=[C:29]([NH:1][C@H:2]3[CH2:7][CH2:6][C@H:5]([OH:8])[CH2:4][CH2:3]3)[N:28]=2)=[CH:19]1. The yield is 21.6%. Product: N1C=C(C=2C1=NC=CC2)C2=NC(=NC=C2)N[C@@H]2CC[C@H](CC2)O (trans-4-[4-(1H-Pyrrolo[2,3-b]pyridin-3-yl)-pyrimidin-2-ylamino]-cyclohexanol). The reactants are N[C@@H]1CC[C@H](CC1)O (trans-4-amino-cyclohexanol), C1(=CC=CC=C1)S(=O)(=O)N1C=C(C=2C1=NC=CC2)C2=NC(=NC=C2)Cl (1-benzenesulfonyl-3-(2-chloro-pyrimidin-4-yl)-1H-pyrrolo[2,3-b]pyridine). The reactants are FC(F)=C(F)CCBr, ClCCl, CCO, O=[N+]([O-])c1ccc(CSc2nsc(S)n2)cc1, [Na]. Yields the product O=[N+]([O-])c1ccc(CSc2nsc(SCCC(F)=C(F)F)n2)cc1. Reaction SMILES: [Br:19][CH2:20][CH2:21][C:22](=[C:23]([F:24])[F:25])[F:26].[CH2:30]([Cl:31])[Cl:32].[CH3:27][CH2:28][OH:29].[N+:2](=[O:3])([O-:4])[c:5]1[cH:6][cH:7][c:8]([CH2:11][S:12][c:13]2[n:14][s:15][c:16]([SH:18])[n:17]2)[cH:9][cH:10]1.[Na:1]>>[N+:2](=[O:3])([O-:4])[c:5]1[cH:6][cH:7][c:8]([CH2:11][S:12][c:13]2[n:14][s:15][c:16]([S:18][CH2:20][CH2:21][C:22](=[C:23]([F:24])[F:25])[F:26])[n:17]2)[cH:9][cH:10]1. The reactants are [Cl-] (chloride), [Br-] (bromide), ClC1=CC(=C2C(=N1)N=C(N2)CCC)C (5-chloro-7-methyl-2-propylimidazo[4,5-b]pyridine), C(C1=CC=CC=C1)Br (benzyl bromide), 2-ethyl, Br (HBr), BrC1=CC(=C2C(=N1)N=C(N2)CCC)C (5-bromo-7-methyl-2-propylimidazo[4,5-b]pyridine), [H-].[Na+] (NaH). Run in CN(C)C=O (DMF), C(C)(=O)O (acetic acid). The product is C(C1=CC=CC=C1)N1C(=NC=2C1=NC(=CC2C)Br)CCC (3-benzyl-5-bromo-7-methyl-2-propylimidazo[4,5-b]pyridine). RXN SMILES: [Cl-].[Br-].ClC1N=C2N=C(CCC)NC2=C(C)C=1.Br.[Br:18][C:19]1[N:24]=[C:23]2[N:25]=[C:26]([CH2:28][CH2:29][CH3:30])[NH:27][C:22]2=[C:21]([CH3:31])[CH:20]=1.[H-].[Na+].[CH2:34](Br)[C:35]1[CH:40]=[CH:39][CH:38]=[CH:37][CH:36]=1>C(O)(=O)C.CN(C=O)C>[CH2:34]([N:25]1[C:23]2=[N:24][C:19]([Br:18])=[CH:20][C:21]([CH3:31])=[C:22]2[N:27]=[C:26]1[CH2:28][CH2:29][CH3:30])[C:35]1[CH:40]=[CH:39][CH:38]=[CH:37][CH:36]=1 |f:5.6|. Reported procedure: 7-Methyl-2-propylimidazo[4,5-b]pyridine-5-carboxylic acid or the 2-ethyl analog is prepared from 7-methyl-2-propylimidazo[4,5-b]pyridine or the 2-ethyl analog by treatment with m-chloroperoxybenzoic acid to obtain the N-oxide which is then treated with POCl3 to give 5-chloro-7-methyl-2-propylimidazo-[4,5-b]pyridine or 2-ethyl analog. The chloride is then exchanged for a bromide by reaction of 5-chloro-7-methyl-2-propylimidazo[4,5-b]pyridine or the 2-ethyl analog with HBr in acetic acid. The resu... The reactants are C1(=CC=CC=C1)C(C(=O)O)C(=O)O (phenylmalonic acid), B(F)(F)F.CCOCC (boron trifluoride etherate), CO (methanol). Run at time 24 hour. Yields the product C1(=CC=CC=C1)C(C(=O)OC)C(=O)O (Methyl hydrogen phenylmalonate). As a reaction SMILES: [C:1]1([CH:7]([C:11]([OH:13])=[O:12])[C:8]([OH:10])=[O:9])[CH:6]=[CH:5][CH:4]=[CH:3][CH:2]=1.B(F)(F)F.[CH3:18]COCC.CO>>[C:1]1([CH:7]([C:11]([OH:13])=[O:12])[C:8]([O:10][CH3:18])=[O:9])[CH:2]=[CH:3][CH:4]=[CH:5][CH:6]=1 |f:1.2|. Procedure details: A mixture of phenylmalonic acid (3.6 g, 0.02 mol), boron trifluoride etherate (2.4 mL, 0.02 mol) and 0.8 mL of anhydrous methanol (0.02 mol) was refluxed and stirred for 24 hours. After cooling to room temperature, the reaction mixture was filtered and 20 mL of water was added. Reactants: ClCc1cscn1, Cl, Cc1oc(-c2ccc(O)cc2)nc1CC(=O)N1CCCC1C. The product is Cc1oc(-c2ccc(OCc3cscn3)cc2)nc1CC(=O)N1CCCC1C. As a reaction SMILES: [Cl:24][CH2:25][c:26]1[n:27][cH:28][s:29][cH:30]1.[ClH:23].[OH:1][c:2]1[cH:3][cH:4][c:5](-[c:8]2[o:9][c:10]([CH3:22])[c:11]([CH2:13][C:14](=[O:15])[N:16]3[CH:17]([CH3:21])[CH2:18][CH2:19][CH2:20]3)[n:12]2)[cH:6][cH:7]1>>[O:1]([c:2]1[cH:3][cH:4][c:5](-[c:8]2[o:9][c:10]([CH3:22])[c:11]([CH2:13][C:14](=[O:15])[N:16]3[CH:17]([CH3:21])[CH2:18][CH2:19][CH2:20]3)[n:12]2)[cH:6][cH:7]1)[CH2:25][c:26]1[n:27][cH:28][s:29][cH:30]1. Starting materials: CO, CCOC(C)=O, CCCSc1nc(N2CCCC(CC(=O)OC)C2)ccc1C(=O)N(C)C1CCOCC1, ClCCl, Cl, [Na+], [OH-], O. Yields the product CCCSc1nc(N2CCCC(CC(=O)O)C2)ccc1C(=O)N(C)C1CCOCC1. RXN SMILES: [CH3:36][OH:37].[CH3:38][CH2:39][O:40][C:41]([CH3:42])=[O:43].[CH3:3][N:4]([C:5](=[O:6])[c:7]1[cH:8][cH:9][c:10]([N:17]2[CH2:18][CH:19]([CH2:23][C:24](=[O:25])[O:26][CH3:27])[CH2:20][CH2:21][CH2:22]2)[n:11][c:12]1[S:13][CH2:14][CH2:15][CH3:16])[CH:28]1[CH2:29][CH2:30][O:31][CH2:32][CH2:33]1.[Cl:44][CH2:45][Cl:46].[ClH:34].[Na+:2].[OH-:1].[OH2:35]>>[CH3:3][N:4]([C:5](=[O:6])[c:7]1[cH:8][cH:9][c:10]([N:17]2[CH2:18][CH:19]([CH2:23][C:24](=[O:25])[OH:26])[CH2:20][CH2:21][CH2:22]2)[n:11][c:12]1[S:13][CH2:14][CH2:15][CH3:16])[CH:28]1[CH2:29][CH2:30][O:31][CH2:32][CH2:33]1. Reported procedure: Zinc (389.2 g, 5.95 mol) was placed in a reaction vessel, and water was added (893 mL). Acetic acid (135 mL, 2.38 mol) was added while maintaining the temperature below 10° C. After 15 min, 6a-(2-fluorophenyl)-4-(trifluoromethyl)hexahydrofuro[3,4-c]isoxazole (550.0 g, 1.98 mol) was added as a solution in THF (665 mL). The reaction mixture was stirred over 16 h at rt. Methylene chloride (1.89 L) was added, followed by 28% aq. NH4OH (552 mL) while the temperature was kept below 30° C. The mixture ... Isolated yield 90.8%. Product: N[C@@]1([C@@H]([C@H](OC1)C(F)(F)F)CO)C1=C(C=CC=C1)F (((2S*,3R*,4S*)-4-amino-4-(2-fluorophenyl)-2-(trifluoromethyl)tetrahydrofuran-3-yl)methanol). The reagents and catalysts are [Zn] (Zinc). The solvent is C(Cl)Cl (Methylene chloride), C1CCOC1 (THF). Reaction conditions: time 15 minute. Starting materials: O (water), [NH4+].[OH-] (NH4OH), C(C)(=O)O (Acetic acid), FC1=C(C=CC=C1)C12NOCC1C(OC2)C(F)(F)F (6a-(2-fluorophenyl)-4-(trifluoromethyl)hexahydrofuro[3,4-c]isoxazole). RXN SMILES: O.C(O)(=O)C.[F:6][C:7]1[CH:12]=[CH:11][CH:10]=[CH:9][C:8]=1[C:13]12[CH2:20][O:19][CH:18]([C:21]([F:24])([F:23])[F:22])[CH:17]1[CH2:16][O:15][NH:14]2.[NH4+].[OH-]>C1COCC1.[Zn].C(Cl)Cl>[NH2:14][C@@:13]1([C:8]2[CH:9]=[CH:10][CH:11]=[CH:12][C:7]=2[F:6])[CH2:20][O:19][C@H:18]([C:21]([F:24])([F:22])[F:23])[C@H:17]1[CH2:16][OH:15] |f:3.4|. Starting materials: O=C([O-])O, COc1ccc2c(c1)c1c3c(c(-c4ccccc4Cl)cc1n2CCC(=O)NS(=O)(=O)CCN(C)C)C(=O)NC3=O, [Na+]. Product: CN(C)CCS(=O)(=O)NC(=O)CCn1c2ccc(O)cc2c2c3c(c(-c4ccccc4Cl)cc21)C(=O)NC3=O. RXN SMILES: [C:41](=[O:42])([OH:43])[O-:44].[Cl:1][c:2]1[c:3](-[c:8]2[cH:9][c:10]3[n:11]([CH2:28][CH2:29][C:30](=[O:31])[NH:32][S:33](=[O:34])(=[O:35])[CH2:36][CH2:37][N:38]([CH3:39])[CH3:40])[c:12]4[cH:13][cH:14][c:15]([O:26][CH3:27])[cH:16][c:17]4[c:18]3[c:19]3[c:20]2[C:21](=[O:25])[NH:22][C:23]3=[O:24])[cH:4][cH:5][cH:6][cH:7]1.[Na+:45]>>[Cl:1][c:2]1[c:3](-[c:8]2[cH:9][c:10]3[n:11]([CH2:28][CH2:29][C:30](=[O:31])[NH:32][S:33](=[O:34])(=[O:35])[CH2:36][CH2:37][N:38]([CH3:39])[CH3:40])[c:12]4[cH:13][cH:14][c:15]([OH:26])[cH:16][c:17]4[c:18]3[c:19]3[c:20]2[C:21](=[O:25])[NH:22][C:23]3=[O:24])[cH:4][cH:5][cH:6][cH:7]1. The reactants are C(C1=CC=CC=C1)=O (Benzaldehyde), COC1=CC=C(C=O)C=C1 (4-methoxybenzaldehyde). The product is COC1=CC=C(C=C1)C(=O)C(O)C1=CC=CC=C1 (4-methoxybenzoin). As a reaction SMILES: [CH:1](=[O:8])[C:2]1[CH:7]=[CH:6][CH:5]=[CH:4][CH:3]=1.[CH3:9][O:10][C:11]1[CH:18]=[CH:17][C:14]([CH:15]=[O:16])=[CH:13][CH:12]=1>>[CH3:9][O:10][C:11]1[CH:18]=[CH:17][C:14]([C:15]([CH:1]([C:2]2[CH:7]=[CH:6][CH:5]=[CH:4][CH:3]=2)[OH:8])=[O:16])=[CH:13][CH:12]=1. Procedure: Compounds of the invention having the formula ##STR19## can be prepared as follows. Benzaldehyde and 4-methoxybenzaldehyde are reacted to yield 4-methoxybenzoin, which is converted to the hemisuccinate by reaction with succinic anhydride. The latter is reacted with urea and acetic acid to yield the intermediate 4-(4-methoxyphenyl)-5-phenyl-2-oxazole-propionic acid. ##STR20## The latter intermediate is demethylated with hydrogen bromide and esterified with methanol to yield the corresponding hydr... The reactants are C(C)(=O)C1=CC=C(C=C1)N=C=S (4-acetylphenyl-isothiocyanate), C(CCC)NC1=CC=C(C(=N1)NCCCN1CCCCC1)[N+](=O)[O-] (N6-butyl-3-nitro-N2-(3-piperidin-1-ylpropyl)pyridine-2,6-diamine), N-cyclohexylcarbodiimide-N-methyl-polystyrene resin. The reagents and catalysts are [Pd] (palladium on carbon). The solvent is O1CCCC1 (tetrahydrofuran), C(C)(=O)OCC.C(C)O (ethyl acetate ethanol). Conditions: temperature 20 celsius, time 3 hour. Yields the product C(CCC)NC1=CC=C2C(=N1)N(C(=N2)NC2=CC=C(C=C2)C(C)=O)CCCN2CCCCC2 (1-(4-{[5-(butylamino)-3-(3-piperidin-1-ylpropyl)-3H-imidazo[4,5-b]pyridin-2-yl]amino}phenyl)ethanone). Yield: 34.4%. RXN SMILES: [CH2:1]([NH:5][C:6]1[N:11]=[C:10]([NH:12][CH2:13][CH2:14][CH2:15][N:16]2[CH2:21][CH2:20][CH2:19][CH2:18][CH2:17]2)[C:9]([N+:22]([O-])=O)=[CH:8][CH:7]=1)[CH2:2][CH2:3][CH3:4].[C:25]([C:28]1[CH:33]=[CH:32][C:31]([N:34]=[C:35]=S)=[CH:30][CH:29]=1)(=[O:27])[CH3:26]>C(OCC)(=O)C.C(O)C.[Pd].O1CCCC1>[CH2:1]([NH:5][C:6]1[N:11]=[C:10]2[N:12]([CH2:13][CH2:14][CH2:15][N:16]3[CH2:21][CH2:20][CH2:19][CH2:18][CH2:17]3)[C:35]([NH:34][C:31]3[CH:32]=[CH:33][C:28]([C:25](=[O:27])[CH3:26])=[CH:29][CH:30]=3)=[N:22][C:9]2=[CH:8][CH:7]=1)[CH2:2][CH2:3][CH3:4] |f:2.3|. Reported procedure: N6-butyl-3-nitro-N2-(3-piperidin-1-ylpropyl)pyridine-2,6-diamine (500 mg) in solution in a mixture of ethyl acetate/ethanol 3:1 (10 ml), and 10% palladium on carbon (50 mg) are introduced into an autoclave. After stirring for 3 hours under a hydrogen atmosphere (3 bar) at a temperature of approximately 20° C., the mixture is filtered on celite in a flask containing a solution of 4-acetylphenyl-isothiocyanate (270 mg, 1 eq) in tetrahydrofuran (10 ml). N-cyclohexylcarbodiimide-N-methyl-polystyrene...